From a dataset of the Open Reaction Database (ORD), a public repository of structured organic reaction records. describe an organic reaction: reactants, conditions, products, and yield The reactants are C1CCOC1, COCC(C)Oc1cc(OCc2ccccc2)cc(C(=O)OC)c1, CO, [Na+], [OH-], O. The product is COCC(C)Oc1cc(OCc2ccccc2)cc(C(=O)O)c1. As a reaction SMILES: [CH2:27]1[O:28][CH2:29][CH2:30][CH2:31]1.[CH3:1][O:2][CH2:3][CH:4]([CH3:5])[O:6][c:7]1[cH:8][c:9]([C:10](=[O:11])[O:12][CH3:13])[cH:14][c:15]([O:17][CH2:18][c:19]2[cH:20][cH:21][cH:22][cH:23][cH:24]2)[cH:16]1.[CH3:32][OH:33].[Na+:26].[OH-:25].[OH2:34]>>[CH3:1][O:2][CH2:3][CH:4]([CH3:5])[O:6][c:7]1[cH:8][c:9]([C:10](=[O:11])[OH:12])[cH:14][c:15]([O:17][CH2:18][c:19]2[cH:20][cH:21][cH:22][cH:23][cH:24]2)[cH:16]1.